This data is from the Open Reaction Database (ORD), a public repository of structured organic reaction records. The task is: describe an organic reaction: reactants, conditions, products, and yield The reactants are C(OC(Cl)(Cl)Cl)(OC(Cl)(Cl)Cl)=O (bis(trichloromethyl) carbonate), C(C)(C)N1CCC(CC1)N (1-isopropyl-piperidin-4-ylamine), FC=1C=CC=C2CCC(C12)NC1=NC2=CC=C(C=C2C=C1)N (rac-N2-(7-fluoro-indan-1-yl)-quinoline-2,6-diamine). The product is FC=1C=CC=C2CCC(C12)NC1=NC2=CC=C(C=C2C=C1)NC(=O)NC1CCN(CC1)C(C)C (rac-1-[2-(7-Fluoro-indan-1-ylamino)-quinolin-6-yl]-3-(1-isopropyl-piperidin-4-yl)-urea). Reaction SMILES: [C:1](=[O:12])(OC(Cl)(Cl)Cl)OC(Cl)(Cl)Cl.[CH:13]([N:16]1[CH2:21][CH2:20][CH:19]([NH2:22])[CH2:18][CH2:17]1)([CH3:15])[CH3:14].[F:23][C:24]1[CH:25]=[CH:26][CH:27]=[C:28]2[C:32]=1[CH:31]([NH:33][C:34]1[CH:43]=[CH:42][C:41]3[C:36](=[CH:37][CH:38]=[C:39]([NH2:44])[CH:40]=3)[N:35]=1)[CH2:30][CH2:29]2>>[F:23][C:24]1[CH:25]=[CH:26][CH:27]=[C:28]2[C:32]=1[CH:31]([NH:33][C:34]1[CH:43]=[CH:42][C:41]3[C:36](=[CH:37][CH:38]=[C:39]([NH:44][C:1]([NH:22][CH:19]4[CH2:20][CH2:21][N:16]([CH:13]([CH3:15])[CH3:14])[CH2:17][CH2:18]4)=[O:12])[CH:40]=3)[N:35]=1)[CH2:30][CH2:29]2. Reported procedure: The title compound was prepared in accordance with the general method 4 described in example 16 from bis(trichloromethyl) carbonate, 1-isopropyl-piperidin-4-ylamine (CAS no: 127285-08-9) and rac-N2-(7-fluoro-indan-1-yl)-quinoline-2,6-diamine; MS: m/e=462.3 (M+H+). Reaction SMILES: [Br:1][C:2]1[CH:3]=[CH:4][C:5]([NH:12][C:13](=[O:23])[CH2:14][O:15][C:16]2[CH:21]=[CH:20][C:19]([Cl:22])=[CH:18][CH:17]=2)=[C:6]([CH:11]=1)[C:7](OC)=[O:8].C[Si]([N-][Si](C)(C)C)(C)C.[K+].C(=O)=O.CC(C)=O>C1COCC1>[Br:1][C:2]1[CH:11]=[C:6]2[C:5](=[CH:4][CH:3]=1)[NH:12][C:13](=[O:23])[C:14]([O:15][C:16]1[CH:21]=[CH:20][C:19]([Cl:22])=[CH:18][CH:17]=1)=[C:7]2[OH:8] |f:1.2,3.4|. Procedure: To a suspension of methyl 5-bromo-2-(2-(4-chlorophenoxy)acetamido)benzoate (5.15 g, 12.9 mmol, Intermediate 7: step a) in THF (140 mL) at −78° C. was added potassium bis(trimethylsilyl)amide (0.5 M in toluene, 76.7 mL, 38.4 mmol) over 4 minutes, and the mixture was stirred for 5 minutes. The dry-ice/acetone bath was replaced an with an ice-water bath and the reaction was stirred for 1.5 hours. The reaction was then quenched with water and ethyl acetate was added. The organic layer was removed an... Solvent: C1CCOC1 (THF). Reactants: C[Si](C)(C)[N-][Si](C)(C)C.[K+] (potassium bis(trimethylsilyl)amide), C(=O)=O.CC(=O)C (dry-ice acetone), BrC=1C=CC(=C(C(=O)OC)C1)NC(COC1=CC=C(C=C1)Cl)=O (methyl 5-bromo-2-(2-(4-chlorophenoxy)acetamido)benzoate), Intermediate 7. Conditions: time 5 minute. Yields the product BrC=1C=C2C(=C(C(NC2=CC1)=O)OC1=CC=C(C=C1)Cl)O (6-Bromo-3-(4-chlorophenoxy)-4-hydroxyquinolin-2(1H)-one). Starting materials: O=[N+]([O-])c1ccc(Cl)nc1, [H-], [Na+], CN(C)C=O, O, Cc1ncccc1O. The product is Cc1ncccc1Oc1ccc([N+](=O)[O-])cn1. RXN SMILES: [Cl:11][c:12]1[n:13][cH:14][c:15]([N+:18](=[O:19])[O-:20])[cH:16][cH:17]1.[H-:9].[Na+:10].[O:22]=[CH:23][N:24]([CH3:25])[CH3:26].[OH2:21].[OH:1][c:2]1[c:3]([CH3:8])[n:4][cH:5][cH:6][cH:7]1>>[O:1]([c:2]1[c:3]([CH3:8])[n:4][cH:5][cH:6][cH:7]1)[c:12]1[n:13][cH:14][c:15]([N+:18](=[O:19])[O-:20])[cH:16][cH:17]1. Starting materials: N([C@@H](COCC1=CC=CC=C1)CO)C(=O)OC(C)(C)C (Boc—Ser(Bzl)-ol), C(C1=CC=CC=C1)Br (benzyl bromide), C(CC(O)(C(=O)O)CC(=O)O)(=O)O (citric acid), [H-].[Na+] (NaH). Solvent: CN(C)C=O (DMF), C(C)(=O)OCC (ethyl acetate). Run at time 30 minute. Yields the product dibenzyl, N([C@@H](CO)CO)C(=O)OC(C)(C)C (Boc—Ser-ol). RXN SMILES: [NH:1]([C:14]([O:16][C:17]([CH3:20])([CH3:19])[CH3:18])=[O:15])[C@H:2]([CH2:12][OH:13])[CH2:3][O:4]CC1C=CC=CC=1.[H-].[Na+].C(Br)C1C=CC=CC=1.C(O)(=O)CC(CC(O)=O)(C(O)=O)O>CN(C=O)C.C(OCC)(=O)C>[NH:1]([C:14]([O:16][C:17]([CH3:20])([CH3:19])[CH3:18])=[O:15])[C@H:2]([CH2:12][OH:13])[CH2:3][OH:4] |f:1.2|. Procedure details: Boc—Ser(Bzl)-ol (300 mg, 1.07 mmol) was dissolved in DMF (2 ml), and NaH (50% oil suspension; 77.3 mg, 1.61 mmol) was added under ice-cooling thereto followed by stirring for 30 minutes. After addition of benzyl bromide (165 μl, 1.39 mmol), the mixture was stirred for 10 minutes under ice-cooling, and stirred for 1 hour at room temperature. Aqueous solution of 10% citric acid was added to the reaction mixture, and ethyl acetate added for extraction. The ethyl acetate layer was washed with satura... Reactants: O=CC(=O)O, CCOc1cc(B(O)O)ccc1F, CC#N, NC(=O)c1cccc(N)c1, CN(C)C=O, O. Reaction SMILES: [C:25]([CH:26]=[O:27])(=[O:28])[OH:29].[CH2:11]([CH3:12])[O:13][c:14]1[cH:15][c:16]([B:21]([OH:22])[OH:23])[cH:17][cH:18][c:19]1[F:20].[CH3:30][C:31]#[N:32].[NH2:1][c:2]1[cH:3][c:4]([C:5](=[O:6])[NH2:7])[cH:8][cH:9][cH:10]1.[O:33]=[CH:34][N:35]([CH3:36])[CH3:37].[OH2:24]>>[NH:1]([c:2]1[cH:3][c:4]([C:5](=[O:6])[NH2:7])[cH:8][cH:9][cH:10]1)[CH:26]([c:16]1[cH:15][c:14]([O:13][CH2:11][CH3:12])[c:19]([F:20])[cH:18][cH:17]1)[C:25](=[O:28])[OH:29]. Product: CCOc1cc(C(Nc2cccc(C(N)=O)c2)C(=O)O)ccc1F. Starting materials: CCc1nn(-c2cccc(Br)c2)c(CC)c1C(=O)OC, OB(O)C=Cc1ccc(Cl)cc1, [K+], [K+], [K+], CN(C)C=O, O=P([O-])([O-])[O-], [Pd], c1ccc(P(c2ccccc2)c2ccccc2)cc1, c1ccc(P(c2ccccc2)c2ccccc2)cc1, c1ccc(P(c2ccccc2)c2ccccc2)cc1, c1ccc(P(c2ccccc2)c2ccccc2)cc1. The product is CCc1nn(-c2cccc(C=Cc3ccc(Cl)cc3)c2)c(CC)c1C(=O)OC. As a reaction SMILES: [CH3:1][O:2][C:3](=[O:4])[c:5]1[c:6]([CH2:19][CH3:20])[n:7][n:8](-[c:12]2[cH:13][c:14]([Br:18])[cH:15][cH:16][cH:17]2)[c:9]1[CH2:10][CH3:11].[Cl:21][c:22]1[cH:23][cH:24][c:25]([CH:28]=[CH:29][B:30]([OH:31])[OH:32])[cH:26][cH:27]1.[K+:38].[K+:39].[K+:40].[O:41]=[CH:42][N:43]([CH3:44])[CH3:45].[P:33]([O-:34])([O-:35])([O-:36])=[O:37].[Pd:46].[c:104]1([P:105]([c:106]2[cH:107][cH:108][cH:109][cH:110][cH:111]2)[c:112]2[cH:113][cH:114][cH:115][cH:116][cH:117]2)[cH:118][cH:119][cH:120][cH:121][cH:122]1.[c:47]1([P:48]([c:49]2[cH:50][cH:51][cH:52][cH:53][cH:54]2)[c:55]2[cH:56][cH:57][cH:58][cH:59][cH:60]2)[cH:61][cH:62][cH:63][cH:64][cH:65]1.[c:66]1([P:67]([c:68]2[cH:69][cH:70][cH:71][cH:72][cH:73]2)[c:74]2[cH:75][cH:76][cH:77][cH:78][cH:79]2)[cH:80][cH:81][cH:82][cH:83][cH:84]1.[c:85]1([P:86]([c:87]2[cH:88][cH:89][cH:90][cH:91][cH:92]2)[c:93]2[cH:94][cH:95][cH:96][cH:97][cH:98]2)[cH:99][cH:100][cH:101][cH:102][cH:103]1>>[CH3:1][O:2][C:3](=[O:4])[c:5]1[c:6]([CH2:19][CH3:20])[n:7][n:8](-[c:12]2[cH:13][c:14]([CH:29]=[CH:28][c:25]3[cH:24][cH:23][c:22]([Cl:21])[cH:27][cH:26]3)[cH:15][cH:16][cH:17]2)[c:9]1[CH2:10][CH3:11]. Product: FC(C(NC1=CC=C(C=C1)C=C)=O)(S(=O)(=O)F)F (1,1-difluoro-2-oxo-2-(4-vinylphenylamino) ethanesulfonyl fluoride). Solvent: C(Cl)Cl (CH2Cl2), C(Cl)Cl (CH2Cl2). RXN SMILES: [F:1][S:2]([C:5]([F:10])([F:9])[C:6](F)=[O:7])(=[O:4])=[O:3].[CH:11]([C:13]1[CH:19]=[CH:18][C:16]([NH2:17])=[CH:15][CH:14]=1)=[CH2:12].N1C=CC=CC=1.Cl>C(Cl)Cl>[F:9][C:5]([F:10])([S:2]([F:1])(=[O:4])=[O:3])[C:6](=[O:7])[NH:17][C:16]1[CH:18]=[CH:19][C:13]([CH:11]=[CH2:12])=[CH:14][CH:15]=1. The reactants are FS(=O)(=O)C(C(=O)F)(F)F (2-(fluorosulfonyl)difluoroacetyl fluoride), Cl (HCl), C(=C)C1=CC=C(N)C=C1 (4-vinyl aniline), N1=CC=CC=C1 (pyridine). Yield: 96.4%. Conditions: temperature 0 celsius, time 10 minute. Reported procedure: A 100 ml flask was charged with CH2Cl2 (24 ml) under nitrogen stream and stirred for 10 min at 0° C. and then 2-(fluorosulfonyl)difluoroacetyl fluoride (6.60 g, 37.6 mmol, 1.5 eq.) was added. After 20 minutes, the CH2Cl2 (12 ml) solution of 4-vinyl aniline (2.86 g, 24.4 mmol, 1.0 eq.) and pyridine (1.93 g, 24.4 mmol, 1.0 eq.) was added dropwise to the mixture over 10 minutes. The mixture was allowed to warm to RT and was stirred for 4 hours at RT. 1N HCl was added to the final reaction mixture a... Starting materials: C1(=CC=CC=C1)C=1NC=CN1 (2-phenylimidazole), CS(=O)(=O)OCCCCC1=CC=C(C=C1)OCC=1N=C(OC1)\C=C\C1=CC=CC=C1 (4-[4-[2-[(E)-2-phenylethenyl]-4-oxazolylmethoxy]phenyl]butyl methanesulfonate). The product is C1(=CC=CC=C1)/C=C/C=1OC=C(N1)COC1=CC=C(C=C1)CCCCN1C(=NC=C1)C1=CC=CC=C1 (2-[(E)-2-phenylethenyl]-4-[4-[4-(2-phenyl-1-imidazolyl) butyl]phenoxymethyl]oxazole). Isolated yield 40.0%. As a reaction SMILES: [C:1]1([C:7]2[NH:8][CH:9]=[CH:10][N:11]=2)[CH:6]=[CH:5][CH:4]=[CH:3][CH:2]=1.CS(O[CH2:17][CH2:18][CH2:19][CH2:20][C:21]1[CH:26]=[CH:25][C:24]([O:27][CH2:28][C:29]2[N:30]=[C:31](/[CH:34]=[CH:35]/[C:36]3[CH:41]=[CH:40][CH:39]=[CH:38][CH:37]=3)[O:32][CH:33]=2)=[CH:23][CH:22]=1)(=O)=O>>[C:36]1(/[CH:35]=[CH:34]/[C:31]2[O:32][CH:33]=[C:29]([CH2:28][O:27][C:24]3[CH:23]=[CH:22][C:21]([CH2:20][CH2:19][CH2:18][CH2:17][N:11]4[CH:10]=[CH:9][N:8]=[C:7]4[C:1]4[CH:2]=[CH:3][CH:4]=[CH:5][CH:6]=4)=[CH:26][CH:25]=3)[N:30]=2)[CH:37]=[CH:38][CH:39]=[CH:40][CH:41]=1. Procedure: In substantially the same manner as in Working Example 8, 2-phenylimidazole was allowed to react with 4-[4-[2-[(E)-2-phenylethenyl]-4-oxazolylmethoxy]phenyl]butyl methanesulfonate to give 2-[(E)-2-phenylethenyl]-4-[4-[4-(2-phenyl-1-imidazolyl) butyl]phenoxymethyl]oxazole. The yield was 40%. Recrystallization from ethyl acetate-isopropyl ether gave colorless prisms, mp 85-86° C.